This data is from the Open Reaction Database (ORD), a public repository of structured organic reaction records. The task is: describe an organic reaction: reactants, conditions, products, and yield Reaction SMILES: C([NH:8][C:9]1[CH:17]=[CH:16][C:12]([C:13]([OH:15])=O)=[CH:11][C:10]=1[O:18][CH3:19])(OC(C)(C)C)=O.Cl.COC(=O)[C@H](CCSC)N.CCN=C=NCCCN(C)C.[CH3:42][O:43][C:44](=[O:67])[C@H:45]([CH2:63][CH2:64][S:65][CH3:66])[N:46](C(=O)C1C=CC(N)=CC=1)[C:47]([O:49][C:50]([CH3:53])([CH3:52])[CH3:51])=[O:48]>>[CH3:42][O:43][C:44](=[O:67])[C@H:45]([CH2:63][CH2:64][S:65][CH3:66])[N:46]([C:13](=[O:15])[C:12]1[CH:16]=[CH:17][C:9]([NH2:8])=[C:10]([O:18][CH3:19])[CH:11]=1)[C:47]([O:49][C:50]([CH3:53])([CH3:52])[CH3:51])=[O:48] |f:1.2|. Product: COC([C@@H](N(C(=O)OC(C)(C)C)C(C1=CC(=C(C=C1)N)OC)=O)CCSC)=O (N-BOC-4-amino-3-methoxybenzoyl methionine methyl ester). Procedure: N-BOC-4-amino-3-methoxybenzoic acid (0.35 g, 1.31 mmol) was reacted with methionine methyl ester hydrochloride (0.9 g, 1.43 mmol) using EDCI as in N-BOC-4-aminobenzoyl methionine methyl ester. After recrystallization from ethyl acetate and hexanes, 0.36 g (57.2 %) of pure product was obtained. mp 163°-165° C.; 1H NMR (CDCl3) 1.53 (9 H, s), 2.09-2.18 (4 H, m), 2.23-2.35 (1 H, m), 2.60 (2 H, t, J=6.9 Hz), 3.80 (3 H, s), 3.93 (3 H, s), 4.92 (1 H, br s), 6.93 (1 H, d, J=7.6 Hz), 7.25 (1 H, m), 7.31 ... The yield is 57.2%. Starting materials: COC([C@@H](N(C(=O)OC(C)(C)C)C(C1=CC=C(C=C1)N)=O)CCSC)=O (N-BOC-4-aminobenzoyl methionine methyl ester), C(=O)(OC(C)(C)C)NC1=C(C=C(C(=O)O)C=C1)OC (N-BOC-4-amino-3-methoxybenzoic acid), Cl.COC([C@@H](N)CCSC)=O (methionine methyl ester hydrochloride), CCN=C=NCCCN(C)C (EDCI).